This data is from the Open Reaction Database (ORD), a public repository of structured organic reaction records. The task is: describe an organic reaction: reactants, conditions, products, and yield The product is CC=1C=C(C=C(C1)C)B(O)O (3,5-dimethylphenyl boronic acid). Reaction conditions: time 8 hour. Procedure details: Mg turnings (1.44 g, 59.43 mmol) were covered with dry THF (18.8 ml) in a dried, N2 filled flask fitted with an addition funnel and reflux condenser. To this was added 5-bromo-m-xylene (10 g, 54.03 mmol) in THF (15 ml) after initiation of the Grignard reaction. The addition was carried out over several minutes and the reaction mixture was heated at reflux for 1-2 h until most of the Mg had reacted. The reaction mixture was then cooled and transferred to an addition funnel fitted to a N2 filled f... Reaction SMILES: N#N.Br[C:4]1[CH:5]=[C:6]([CH3:11])[CH:7]=[C:8]([CH3:10])[CH:9]=1.[B:12](OC(C)C)([O:17]C(C)C)[O:13]C(C)C.Cl>C1COCC1>[CH3:10][C:8]1[CH:9]=[C:4]([B:12]([OH:17])[OH:13])[CH:5]=[C:6]([CH3:11])[CH:7]=1. Starting materials: BrC=1C=C(C=C(C1)C)C (5-bromo-m-xylene), Mg, Mg, B(OC(C)C)(OC(C)C)OC(C)C (triisopropyl borate), N#N (N2), Cl (HCl). The solvent is C1CCOC1 (THF), C1CCOC1 (THF). The product is ClC1=CC=C(C=C1)C1(CCC1)C(C#N)N(C)C (2-[1-(4-chlorophenyl)cyclobutyl]-2-dimethylaminoacetonitrile). Run at time 66 hour. As a reaction SMILES: [Cl:1][C:2]1[CH:7]=[CH:6][C:5]([C:8]2([CH:12]=O)[CH2:11][CH2:10][CH2:9]2)=[CH:4][CH:3]=1.Cl.[CH3:15][NH:16][CH3:17].[C-:18]#[N:19].[Na+].O>CS(C)=O>[Cl:1][C:2]1[CH:7]=[CH:6][C:5]([C:8]2([CH:12]([N:16]([CH3:17])[CH3:15])[C:18]#[N:19])[CH2:11][CH2:10][CH2:9]2)=[CH:4][CH:3]=1 |f:1.2,3.4|. Procedure details: A mixture of 1-(4-chlorophenyl)cyclobutanecarbaldehyde (13.7 g), dry dimethylamine hydrochloride (6.6 g) and dry dimethylsulphoxide (50 ml) was added dropwise to a stirred mixture of sodium cyanide (3.9 g) in dry dimethylsulphoxide (100 ml). The mixture was stirred for 66 hours at ambient temperature and the reaction mixture was poured into water. The mixture was extracted with ether and the ether solution was then extracted with dilute hydrochloric acid. The aqueous phase was basified and extra... The solvent is CS(=O)C (dimethylsulphoxide), CS(=O)C (dimethylsulphoxide). Reactants: O (water), ClC1=CC=C(C=C1)C1(CCC1)C=O (1-(4-chlorophenyl)cyclobutanecarbaldehyde), Cl.CNC (dimethylamine hydrochloride), [C-]#N.[Na+] (sodium cyanide).